The task is: describe an organic reaction: reactants, conditions, products, and yield. This data is from the Open Reaction Database (ORD), a public repository of structured organic reaction records. The reactants are ClC1=C(C(=O)NC2=C(C(=NC=C2)Cl)F)C(=CC(=C1)C#N)Cl (2,6-dichloro-N-(2-chloro-3-fluoro-pyridin-4-yl)-4-cyano-benzamide), S(=O)(Cl)Cl (thionyl chloride). Run in C1(=CC=CC=C1)C (toluene). Yields the product ClC1=C(C(=NC2=C(C(=NC=C2)Cl)F)Cl)C(=CC(=C1)C#N)Cl (2,6-Dichloro-N-(2-chloro-3-fluoro-pyridin-4-yl)-4-cyano-benzimidoyl chloride). The yield is 97.0%. Reaction SMILES: [Cl:1][C:2]1[CH:18]=[C:17]([C:19]#[N:20])[CH:16]=[C:15]([Cl:21])[C:3]=1[C:4]([NH:6][C:7]1[CH:12]=[CH:11][N:10]=[C:9]([Cl:13])[C:8]=1[F:14])=O.S(Cl)([Cl:24])=O>C1(C)C=CC=CC=1>[Cl:1][C:2]1[CH:18]=[C:17]([C:19]#[N:20])[CH:16]=[C:15]([Cl:21])[C:3]=1[C:4]([Cl:24])=[N:6][C:7]1[CH:12]=[CH:11][N:10]=[C:9]([Cl:13])[C:8]=1[F:14]. Reported procedure: A mixture of 2,6-dichloro-N-(2-chloro-3-fluoro-pyridin-4-yl)-4-cyano-benzamide (1.2 g, 3.4 mmol) and thionyl chloride (12.5 mL) was heated under reflux for 18 hours then cooled to ambient temperature. The reaction mixture was diluted with toluene (10 mL) and concentrated to dryness under reduced pressure to afford the title compound as a white solid (1.23 g, 97% yield). 1H NMR (400 MHz, CDCl3): δ 8.25 (d, J=5.1 Hz, 1H), 7.75 (s, 2H), 6.97 (t, J=5.1 Hz, 1H). The reactants are FC1=CC=C(C=C1)N1CC(CC1=O)C(=O)O (1-(4-fluorophenyl)-5-oxopyrrolidine-3-carboxylic acid), C(C)O (ethanol). Reaction conditions: temperature 0 celsius. The product is FC1=CC=C(C=C1)N1CC(CC1=O)C(=O)OCC (ethyl 1-(4-fluorophenyl)-5-oxopyrrolidine-3-carboxylate). As a reaction SMILES: [F:1][C:2]1[CH:7]=[CH:6][C:5]([N:8]2[C:12](=[O:13])[CH2:11][CH:10]([C:14]([OH:16])=[O:15])[CH2:9]2)=[CH:4][CH:3]=1.[CH2:17](O)[CH3:18]>>[F:1][C:2]1[CH:3]=[CH:4][C:5]([N:8]2[C:12](=[O:13])[CH2:11][CH:10]([C:14]([O:16][CH2:17][CH3:18])=[O:15])[CH2:9]2)=[CH:6][CH:7]=1. Procedure: 1-(4-fluorophenyl)-5-oxopyrrolidine-3-carboxylic acid (unknown amount) was dissolved in 20 ml ethanol and cooled to 0° C. HCl gas was bubbled into the solution until the solution became red in color. The reaction was allowed to warm to room temperature and stir ovenight. The solvent was removed to yield ethyl 1-(4-fluorophenyl)-5-oxopyrrolidine-3-carboxylate (M+1=251.93).